Dataset: the Open Reaction Database (ORD), a public repository of structured organic reaction records. Task: describe an organic reaction: reactants, conditions, products, and yield Starting materials: C(CCC)[Li] (n-butyl lithium), [Cl-].[NH4+] (ammonium chloride), CC1(NC(CCC1)(C)C)C (2,2,6,6-tetramethylpiperidine), O1CCCC1 (tetrahydrofuran), BrC1=CC=C(C2=CC=CC=C12)F (1-bromo-4-fluoronaphthalene), O1CCCC1 (tetrahydrofuran). The solvent is CN(C=O)C (N,N-dimethylformamide). Reaction conditions: time 30 minute. The product is BrC1=CC(=C(C2=CC=CC=C12)F)C=O (4-bromo-1-fluoro-2-naphthaldehyde). As a reaction SMILES: CC1(C)CCCC(C)(C)N1.C([Li])CCC.[Br:16][C:17]1[C:26]2[C:21](=[CH:22][CH:23]=[CH:24][CH:25]=2)[C:20]([F:27])=[CH:19][CH:18]=1.[Cl-].[NH4+].[O:30]1CCC[CH2:31]1>CN(C)C=O>[Br:16][C:17]1[C:26]2[C:21](=[CH:22][CH:23]=[CH:24][CH:25]=2)[C:20]([F:27])=[C:19]([CH:31]=[O:30])[CH:18]=1 |f:3.4|. Procedure details: A solution of 2,2,6,6-tetramethylpiperidine (4.13 ml) in tetrahydrofuran (40 ml) was cooled to −78° C. under argon atmosphere, and added dropwise thereto was n-butyl lithium (2.44 M hexane solution, 10.0 ml). The mixture was stirred at the same temperature for 30 minutes, and added dropwise thereto at −78° C. was a solution of 1-bromo-4-fluoronaphthalene (5.0 g) in tetrahydrofuran (20 ml). The mixture was stirred at the same temperature for 1 hour, and added dropwise thereto at −78° C. was N,N-d... The product is O[C@@H]1C[C@@H]2CC[C@H]3[C@@H]4CC[C@H](C(C)=O)[C@]4(CC[C@@H]3[C@]2(CC1)C)C (3β-hydroxy-5α-pregnan-20-one). Reported procedure: 20-Amino-3β-hydroxy-5α-pregnane was first concentrated from dry pyridine. Trifluoroacetic anhydride (3.0 mL) was then carefully added to 3.04 mmol of crude 20-amino-3β-hydroxy-5α-pregnane resuspended in 5.0 mL dry pyridine. After stirring the reaction mixture at room temperature for 3.5 h, the reaction mixture was partitioned between diethyl ether and 1N aqueous HCl, shaken and separated. The organic layer was successively washed with 1N aqueous HCl, water, saturated aqueous sodium bicarbonate, ... Run in N1=CC=CC=C1 (pyridine). Reaction SMILES: FC(F)(F)C(OC(=O)C(F)(F)F)=[O:4].N[CH:15]([C@@H:17]1[C@:34]2([CH3:35])[C@H:20]([C@H:21]3[C@H:31]([CH2:32][CH2:33]2)[C@:29]2([CH3:30])[C@H:24]([CH2:25][C@@H:26]([OH:36])[CH2:27][CH2:28]2)[CH2:23][CH2:22]3)[CH2:19][CH2:18]1)[CH3:16]>N1C=CC=CC=1>[OH:36][C@H:26]1[CH2:27][CH2:28][C@@:29]2([CH3:30])[C@@H:24]([CH2:23][CH2:22][C@@H:21]3[C@@H:31]2[CH2:32][CH2:33][C@@:34]2([CH3:35])[C@H:20]3[CH2:19][CH2:18][C@@H:17]2[C:15](=[O:4])[CH3:16])[CH2:25]1. Starting materials: FC(C(=O)OC(C(F)(F)F)=O)(F)F (Trifluoroacetic anhydride), NC(C)[C@H]1CC[C@H]2[C@@H]3CC[C@H]4C[C@H](CC[C@]4(C)[C@H]3CC[C@]12C)O (20-amino-3β-hydroxy-5α-pregnane). The yield is 52.9%. Reaction conditions: time 3.5 hour. Reactants: CC(=O)O[BH-](OC(C)=O)OC(C)=O, CC(C)(C)OC(=O)N1CCC(=O)C(OCc2ccccc2)C1, ClCCCl, ClCCl, NCc1ccccc1, [Na+]. Yields the product CC(C)(C)OC(=O)N1CCC(NCc2ccccc2)C(OCc2ccccc2)C1. RXN SMILES: [C:9]([O:10][BH-:11]([O:12][C:13](=[O:14])[CH3:15])[O:16][C:17](=[O:18])[CH3:19])(=[O:20])[CH3:21].[CH2:23]([c:24]1[cH:25][cH:26][cH:27][cH:28][cH:29]1)[O:30][CH:31]1[CH2:32][N:33]([C:38](=[O:39])[O:40][C:41]([CH3:42])([CH3:43])[CH3:44])[CH2:34][CH2:35][C:36]1=[O:37].[Cl:45][CH2:46][CH2:47][Cl:48].[Cl:49][CH2:50][Cl:51].[NH2:1][CH2:2][c:3]1[cH:4][cH:5][cH:6][cH:7][cH:8]1.[Na+:22]>>[NH:1]([CH2:2][c:3]1[cH:4][cH:5][cH:6][cH:7][cH:8]1)[CH:36]1[CH:31]([O:30][CH2:23][c:24]2[cH:25][cH:26][cH:27][cH:28][cH:29]2)[CH2:32][N:33]([C:38](=[O:39])[O:40][C:41]([CH3:42])([CH3:43])[CH3:44])[CH2:34][CH2:35]1. Reactants: BrBr (bromine), FC(COC=1C=C2CCC(C2=CC1)=O)(C(F)(F)F)F (5-(2,2,3,3,3-pentafluoropropoxy)-1-indanone), BrBr (bromine). The solvent is C(C)(=O)OCC (ethyl acetate), C(C)(=O)OCC (ethyl acetate). Run at time 2 hour. Yields the product BrC1C(C2=CC=C(C=C2C1)OCC(C(F)(F)F)(F)F)=O (2-bromo-5-(2,2,3,3,3-pentafluoropropoxy)-1-indanone). As a reaction SMILES: [F:1][C:2]([F:19])([C:15]([F:18])([F:17])[F:16])[CH2:3][O:4][C:5]1[CH:6]=[C:7]2[C:11](=[CH:12][CH:13]=1)[C:10](=[O:14])[CH2:9][CH2:8]2.[Br:20]Br>C(OCC)(=O)C>[Br:20][CH:9]1[CH2:8][C:7]2[C:11](=[CH:12][CH:13]=[C:5]([O:4][CH2:3][C:2]([F:19])([F:1])[C:15]([F:16])([F:17])[F:18])[CH:6]=2)[C:10]1=[O:14]. Reported procedure: 6.9 g of 5-(2,2,3,3,3-pentafluoropropoxy)-1-indanone are dissolved in 100 ml of ethyl acetate, and a solution of 3.9 g of bromine in 15 ml of ethyl acetate is added dropwise. The solution is briefly heated to reflux before the remainder of the bromine solution is added dropwise. It is then stirred at room temperature for 2 h. The reaction solution is concentrated in vacuo and affords 2-bromo-5-(2,2,3,3,3-pentafluoropropoxy)-1-indanone as an oil which is employed without further purification in t... Reactants: C(C)OC(=O)C1=NNC(=C1)C1=CC=C(C=C1)Cl (5-(4-chloro-phenyl)-1H-pyrazole-3-carboxylic acid ethyl ester), CI (methyl iodide), [OH-].[K+] (potassium hydroxide). Yields the product C(C)OC(=O)C=1N(N=C(C1)C1=CC=C(C=C1)Cl)C (5-(4-chloro-phenyl)-2-methyl-2H-pyrazole-3-carboxylic acid ethyl ester), C(C)OC(=O)C1=NN(C(=C1)C1=CC=C(C=C1)Cl)C (5-(4-chloro-phenyl)-1-methyl-1H-pyrazole-3-carboxylic acid ethyl ester). As a reaction SMILES: [CH2:1]([O:3][C:4]([C:6]1[CH:10]=[C:9]([C:11]2[CH:16]=[CH:15][C:14]([Cl:17])=[CH:13][CH:12]=2)[NH:8][N:7]=1)=[O:5])[CH3:2].[CH3:18]I.[OH-].[K+]>>[CH2:1]([O:3][C:4]([C:6]1[N:7]([CH3:18])[N:8]=[C:9]([C:11]2[CH:12]=[CH:13][C:14]([Cl:17])=[CH:15][CH:16]=2)[CH:10]=1)=[O:5])[CH3:2].[CH2:1]([O:3][C:4]([C:6]1[CH:10]=[C:9]([C:11]2[CH:12]=[CH:13][C:14]([Cl:17])=[CH:15][CH:16]=2)[N:8]([CH3:18])[N:7]=1)=[O:5])[CH3:2] |f:2.3|. Procedure: In analogy to the procedure described for example 2 a], 5-(4-chloro-phenyl)-1H-pyrazole-3-carboxylic acid ethyl ester (T. van Herk et al., J. Med. Chem. 2003, 46, 3945-3951) was reacted with methyl iodide in the presence of potassium hydroxide to to give 5-(4-chloro-phenyl)-2-methyl-2H-pyrazole-3-carboxylic acid ethyl ester as colorless crystals and 5-(4-chloro-phenyl)-1-methyl-1H-pyrazole-3-carboxylic acid ethyl ester as colorless oil.